This data is from the Open Reaction Database (ORD), a public repository of structured organic reaction records. The task is: describe an organic reaction: reactants, conditions, products, and yield Starting materials: C(C1=CC=CC=C1)Br (benzyl bromide), C(CCC)[Li] (butyllithium), C1(=CC=CC=C1)C(=NCP(OCC)(=O)CN=C(C1=CC=CC=C1)C1=CC=CC=C1)C1=CC=CC=C1 (Ethyl bis(N-diphenylmethyleneaminomethyl)phosphinate). Solvent: CCOCC (ether), CCCCCC (hexane), C1CCOC1 (THF). Yields the product C1(=CC=CC=C1)C(=NCP(OCC)(=O)C(CC1=CC=CC=C1)N=C(C1=CC=CC=C1)C1=CC=CC=C1)C1=CC=CC=C1 (Ethyl (N-diphenylmethyleneaminomethyl)-(N-diphenylmethylen-1-amino-2-phenylethyl)phosphinate). The yield is 78.0%. RXN SMILES: C([Li])CCC.[C:6]1([C:12]([C:35]2[CH:40]=[CH:39][CH:38]=[CH:37][CH:36]=2)=[N:13][CH2:14][P:15]([CH2:20][N:21]=[C:22]([C:29]2[CH:34]=[CH:33][CH:32]=[CH:31][CH:30]=2)[C:23]2[CH:28]=[CH:27][CH:26]=[CH:25][CH:24]=2)(=[O:19])[O:16][CH2:17][CH3:18])[CH:11]=[CH:10][CH:9]=[CH:8][CH:7]=1.[CH2:41](Br)[C:42]1[CH:47]=[CH:46][CH:45]=[CH:44][CH:43]=1>CCCCCC.C1COCC1.CCOCC>[C:29]1([C:22]([C:23]2[CH:24]=[CH:25][CH:26]=[CH:27][CH:28]=2)=[N:21][CH2:20][P:15]([CH:14]([N:13]=[C:12]([C:6]2[CH:7]=[CH:8][CH:9]=[CH:10][CH:11]=2)[C:35]2[CH:36]=[CH:37][CH:38]=[CH:39][CH:40]=2)[CH2:41][C:42]2[CH:47]=[CH:46][CH:45]=[CH:44][CH:43]=2)(=[O:19])[O:16][CH2:17][CH3:18])[CH:30]=[CH:31][CH:32]=[CH:33][CH:34]=1. Procedure: A 1.53 N butyllithium solution (0.3 ml; 0.46 mmol) in hexane is added dropwise to a stirred solution of the ethyl phosphinate 3 (200 mg; 0.42 mmol) in THF (10 ml) at -78° C. under an atmosphere of argon. After 5 minutes benzyl bromide (0.06 ml; 0.51 mmol) is added dropwise to the deep-red reaction solution. After 2 hours the reaction solution is warmed to room temperature and after 15 hours diluted with ether. The solution is extracted with saturated aqueous ammonium chloride solution (2×20 ml)....